describe an organic reaction: reactants, conditions, products, and yield From a dataset of the Open Reaction Database (ORD), a public repository of structured organic reaction records. Starting materials: CC(C)(C)OC(=O)N1CCC(Oc2ccc([N+](=O)[O-])cc2Cl)CC1, CC(=O)O, [Zn]. The product is CC(C)(C)OC(=O)N1CCC(Oc2ccc(N)cc2Cl)CC1. RXN SMILES: [C:1]([CH3:2])([CH3:3])([CH3:4])[O:5][C:6](=[O:7])[N:8]1[CH2:9][CH2:10][CH:11]([O:14][c:15]2[c:16]([Cl:24])[cH:17][c:18]([N+:21]([O-:22])=[O:23])[cH:19][cH:20]2)[CH2:12][CH2:13]1.[CH3:25][C:26](=[O:27])[OH:28].[Zn:29]>>[C:1]([CH3:2])([CH3:3])([CH3:4])[O:5][C:6](=[O:7])[N:8]1[CH2:9][CH2:10][CH:11]([O:14][c:15]2[c:16]([Cl:24])[cH:17][c:18]([NH2:21])[cH:19][cH:20]2)[CH2:12][CH2:13]1. The reactants are CN1CC[C@]23C4C(=O)C=C[C@]2([C@H]1CC5=C3C(=C(C=C5)OC)O4)O (14-Hydroxycodeinone), CN1CC[C@]23C4C(=O)C=C[C@]2([C@H]1CC5=C3C(=C(C=C5)OC)O4)O (14-hydroxycodeinone). Solvent: C(C)(=O)O (acetic acid). Reaction conditions: time 5 minute. Yields the product CN1CC[C@]23C4=C5C=CC(=C4O[C@H]2C(=O)CC[C@]3([C@H]1C5)O)OC (oxycodone). Isolated yield 70.0%. RXN SMILES: [CH3:1][N:2]1[C@@H:12]2[CH2:13][C:14]3[CH:19]=[CH:18][C:17]([O:20][CH3:21])=[C:16]4[O:22][CH:6]5[C:7]([CH:9]=[CH:10][C@:11]2([OH:23])[C@:5]5([C:15]=34)[CH2:4][CH2:3]1)=[O:8]>C(O)(=O)C>[CH3:1][N:2]1[C@@H:12]2[CH2:13][C:14]3[CH:19]=[CH:18][C:17]([O:20][CH3:21])=[C:16]4[O:22][C@H:6]5[C:7]([CH2:9][CH2:10][C@:11]2([OH:23])[C@:5]5([C:15]=34)[CH2:4][CH2:3]1)=[O:8]. Reported procedure: 14-Hydroxycodeinone (4.98 g) and acetic acid (155 g) were added to a Parr shaker equipped with hydrogen inlet and outlet connectors. The mixture was shaken for about 5 minutes to completely dissolve the 14-hydroxycodeinone at ambient temperature. The system was then evacuated and the Parr shaker was filled with nitrogen. In one portion, under the nitrogen atmosphere, 10% Pd/C (50% water wet, 4.0 g) was added. The system was then evacuated, and was filled with hydrogen gas to a pressure of about ... Reactants: [Cl-].COC[P+](C1=CC=CC=C1)(C1=CC=CC=C1)C1=CC=CC=C1 (methoxymethyl-triphenylphosphonium chloride), C(CCC)[Li] (n-butyl lithium), hexanes, C(C)(C)NC(C)C (di-isopropylamine), C(C1=CC=CC=C1)N1CCC(CC1)=O (1-benzylpiperid-4-one), N1CCCCC1 (piperidine). Solvent: O1CCCC1 (tetrahydrofuran), O1CCCC1 (tetrahydrofuran), O1CCCC1 (tetrahydrofuran). Conditions: temperature -40 celsius, time 30 minute. Product: C(C1=CC=CC=C1)N1CCC(CC1)=COC (1-Benzyl-4-(methoxymethylidene) piperidine). RXN SMILES: C(NC(C)C)(C)C.C([Li])CCC.[Cl-].[CH3:14][O:15][CH2:16][P+](C1C=CC=CC=1)(C1C=CC=CC=1)C1C=CC=CC=1.[CH2:36]([N:43]1[CH2:48][CH2:47][C:46](=O)[CH2:45][CH2:44]1)[C:37]1[CH:42]=[CH:41][CH:40]=[CH:39][CH:38]=1.N1CCCCC1>O1CCCC1>[CH2:36]([N:43]1[CH2:48][CH2:47][C:46](=[CH:14][O:15][CH3:16])[CH2:45][CH2:44]1)[C:37]1[CH:42]=[CH:41][CH:40]=[CH:39][CH:38]=1 |f:2.3|. Procedure details: A solution of di-isopropylamine (11.1 g, 15.4 mL, 110 mmol) in anhydrous tetrahydrofuran (100 mL) was cooled to 0° C. under a nitrogen atmosphere. A solution of n-butyl lithium in hexanes (2.5 M, 44 mL, 110 mmol) was added dropwise with stirring. The pale yellow solution was stirred for 15 minutes at 0° C., then transferred via cannula to a suspension of methoxymethyl-triphenylphosphonium chloride (37.7 g, 110 mmol) in dry tetrahydrofuran (300 mL) stirred at -20° C. After 30 minutes, the reactio... Reactants: BrC1=CC(=C(S1)[N+](=O)[O-])C(=O)N (5-bromo-2-nitrothiophene-3-carboxamide), FC1(COC1)C1=CC=C(C=C1)B1OC(C(O1)(C)C)(C)C (2-[4-(3-fluorooxetan-3-yl)phenyl]-4,4,5,5-tetramethyl-1,3,2-dioxaborolane), BrC1=CC(=C(S1)[N+](=O)[O-])C(=O)N (5-bromo-2-nitrothiophene-3-carboxamide), BrC1=CC(=C(S1)[N+](=O)[O-])C(=O)N (5-bromo-2-nitrothiophene-3-carboxamide). Product: FC1(COC1)C1=CC=C(C=C1)C1=CC(=C(S1)[N+](=O)[O-])C(=O)N (5-[4-(3-Fluorooxetan-3-yl)phenyl]-2-nitrothiophene-3-carboxamide). Reaction SMILES: Br[C:2]1[S:6][C:5]([N+:7]([O-:9])=[O:8])=[C:4]([C:10]([NH2:12])=[O:11])[CH:3]=1.[F:13][C:14]1([C:18]2[CH:23]=[CH:22][C:21](B3OC(C)(C)C(C)(C)O3)=[CH:20][CH:19]=2)[CH2:17][O:16][CH2:15]1>>[F:13][C:14]1([C:18]2[CH:23]=[CH:22][C:21]([C:2]3[S:6][C:5]([N+:7]([O-:9])=[O:8])=[C:4]([C:10]([NH2:12])=[O:11])[CH:3]=3)=[CH:20][CH:19]=2)[CH2:17][O:16][CH2:15]1. Reported procedure: The title compound was prepared according to the general procedure in Intermediate 10 Step 5 using 5-bromo-2-nitrothiophene-3-carboxamide (Intermediate 10, Step 4) (0.31 g, 1.23 mmol) and 2-[4-(3-fluorooxetan-3-yl)phenyl]-4,4,5,5-tetramethyl-1,3,2-dioxaborolane (0.378 g, 1.36 mmol) as the starting materials. The product is CC(C)(C)OC(=O)N1CCCC(C(=O)OCc2ccccc2)C1. Starting materials: BrCc1ccccc1, CC(C)(C)OC(=O)N1CCCC(C(=O)O)C1, O=C([O-])[O-], CN(C)C=O, [K+], [K+], O. As a reaction SMILES: [Br:1][CH2:2][c:3]1[cH:4][cH:5][cH:6][cH:7][cH:8]1.[C:15]([CH3:16])([CH3:17])([CH3:18])[O:19][C:20](=[O:21])[N:22]1[CH2:23][CH:24]([C:25](=[O:26])[OH:27])[CH2:28][CH2:29][CH2:30]1.[C:9](=[O:10])([O-:11])[O-:12].[CH3:32][N:33]([CH3:34])[CH:35]=[O:36].[K+:13].[K+:14].[OH2:31]>>[CH2:2]([c:3]1[cH:4][cH:5][cH:6][cH:7][cH:8]1)[O:27][C:25]([CH:24]1[CH2:23][N:22]([C:20]([O:19][C:15]([CH3:16])([CH3:17])[CH3:18])=[O:21])[CH2:30][CH2:29][CH2:28]1)=[O:26].